From a dataset of the Open Reaction Database (ORD), a public repository of structured organic reaction records. describe an organic reaction: reactants, conditions, products, and yield Reactants: Cc1ccccc1, CC(=O)CCC[N+](=O)[O-], N#N, [Na+], O=C([O-])O, OCCO. Yields the product CC1(CCC[N+](=O)[O-])OCCO1. As a reaction SMILES: [CH3:21][c:22]1[cH:23][cH:24][cH:25][cH:26][cH:27]1.[N+:3](=[O:4])([O-:5])[CH2:6][CH2:7][CH2:8][C:9]([CH3:10])=[O:11].[N:1]#[N:2].[Na+:20].[O-:16][C:17]([OH:18])=[O:19].[OH:12][CH2:13][CH2:14][OH:15]>>[N+:3](=[O:4])([O-:5])[CH2:6][CH2:7][CH2:8][C:9]1([CH3:10])[O:11][CH2:14][CH2:13][O:12]1.